This data is from the Open Reaction Database (ORD), a public repository of structured organic reaction records. The task is: describe an organic reaction: reactants, conditions, products, and yield The reactants are I.NCC1CC(CCC1)N1C(C=2C(C3=CC=NC=C13)=NOC2C)=O (5-(3-aminomethyl-cyclohexyl)-3-methyl-5H-2-oxa-1,5,7-triaza-cyclopenta[a]naphthalen-4-one hydroiodide), C(C1=CN=CC=C1)(=O)O (nicotinic acid), Cl.CN(CCCN=C=NCC)C (1-[3-(dimethylamino)propyl]-3-ethylcarbodiimide hydrochloride), ON1N=NC2=C1N=CC=C2 (1-hydroxy-7-azabenzo-triazole), C(C)(C)N(C(C)C)CC (N,N-diisopropylethyl amine). The solvent is CN(C=O)C (N,N-dimethylformamide). The product is CC=1ON=C2C1C(N(C1=CN=CC=C21)C2CC(CCC2)CNC(C2=CN=CC=C2)=O)=O (N-[3-(3-Methyl-4-oxo-5H-2-oxa-1,5,7-triaza-cyclopenta-[a]naphthalen-5-yl)-cyclohexylmethyl]-nicotinamide). Isolated yield 17.0%. RXN SMILES: I.[NH2:2][CH2:3][CH:4]1[CH2:9][CH2:8][CH2:7][CH:6]([N:10]2[C:19]3[C:14](=[CH:15][CH:16]=[N:17][CH:18]=3)[C:13]3=[N:20][O:21][C:22]([CH3:23])=[C:12]3[C:11]2=[O:24])[CH2:5]1.[C:25](O)(=[O:32])[C:26]1[CH:31]=[CH:30][CH:29]=[N:28][CH:27]=1.Cl.CN(C)CCCN=C=NCC.ON1C2N=CC=CC=2N=N1.C(N(CC)C(C)C)(C)C>CN(C)C=O>[CH3:23][C:22]1[O:21][N:20]=[C:13]2[C:14]3[C:19](=[CH:18][N:17]=[CH:16][CH:15]=3)[N:10]([CH:6]3[CH2:7][CH2:8][CH2:9][CH:4]([CH2:3][NH:2][C:25](=[O:32])[C:26]4[CH:31]=[CH:30][CH:29]=[N:28][CH:27]=4)[CH2:5]3)[C:11](=[O:24])[C:12]=12 |f:0.1,3.4|. Procedure: Combine 5-(3-aminomethyl-cyclohexyl)-3-methyl-5H-2-oxa-1,5,7-triaza-cyclopenta[a]naphthalen-4-one hydroiodide (136 mg, 0.31 mmol) with nicotinic acid (42 mg, 0.34 mmol), 1-[3-(dimethylamino)propyl]-3-ethylcarbodiimide hydrochloride (65 mg, 0.34 mmol), 1-hydroxy-7-azabenzo-triazole (46 mg, 0.34 mmol), and N,N-diisopropylethyl amine (0.20 mL, 1.15 mmol), in N,N-dimethylformamide (4 mL) and stir over a weekend at ambient temperature. Concentrate in vacuo and take up in water and extract with dichlo... Reactants: O=C([O-])[O-], COc1ccc(N)c2oc(N)nc12, ICCOCCI, [K+], [K+], CN(C)C=O. Yields the product COc1ccc(N2CCOCC2)c2oc(N)nc12. As a reaction SMILES: [C:14](=[O:15])([O-:16])[O-:17].[CH3:1][O:2][c:3]1[cH:4][cH:5][c:6]([NH2:13])[c:7]2[c:8]1[n:9][c:10]([NH2:12])[o:11]2.[I:20][CH2:21][CH2:22][O:23][CH2:24][CH2:25][I:26].[K+:18].[K+:19].[O:27]=[CH:28][N:29]([CH3:30])[CH3:31]>>[CH3:1][O:2][c:3]1[cH:4][cH:5][c:6]([N:13]2[CH2:21][CH2:22][O:23][CH2:24][CH2:25]2)[c:7]2[c:8]1[n:9][c:10]([NH2:12])[o:11]2. RXN SMILES: [CH3:27][O:28][c:29]1[cH:30][cH:31][c:32]([S:35](=[O:36])(=[O:37])[Cl:38])[cH:33][cH:34]1.[CH3:39][CH2:40][O:41][CH2:42][CH3:43].[Cl:44][CH2:45][Cl:46].[NH2:1][c:2]1[cH:3][c:4](-[c:8]2[cH:9][cH:10][c:11]3[c:12]([n:13]2)[s:14][c:15]([NH:17][C:18]([CH3:19])=[O:20])[n:16]3)[cH:5][cH:6][cH:7]1.[cH:21]1[cH:22][cH:23][n:24][cH:25][cH:26]1>>[NH:1]([c:2]1[cH:3][c:4](-[c:8]2[cH:9][cH:10][c:11]3[c:12]([n:13]2)[s:14][c:15]([NH:17][C:18]([CH3:19])=[O:20])[n:16]3)[cH:5][cH:6][cH:7]1)[S:35]([c:32]1[cH:31][cH:30][c:29]([O:28][CH3:27])[cH:34][cH:33]1)(=[O:36])=[O:37]. Starting materials: COc1ccc(S(=O)(=O)Cl)cc1, CCOCC, ClCCl, CC(=O)Nc1nc2ccc(-c3cccc(N)c3)nc2s1, c1ccncc1. Yields the product COc1ccc(S(=O)(=O)Nc2cccc(-c3ccc4nc(NC(C)=O)sc4n3)c2)cc1. Reactants: C(C)OC(C(C)(C)OC1=CC=C(C=C1)C(O)C(NC1=CC(=CC(=C1)C)C)=O)=O (2-{4-[(3,5-Dimethyl-phenylcarbamoyl)-hydroxy-methyl]-phenoxy}-2-methyl-propionic acid ethyl ester), [Pb](Br)(Br)Br (lead tribromide), C(Cl)Cl (methylene chloride), C(C)OCC (diethyl ether). Conditions: time 4 hour. The product is C(C)OC(C(C)(C)OC1=CC=C(C=C1)C(OCC)(C(NC1=CC(=CC(=C1)C)C)=O)Br)=O (2-{4-[bromo-(3,5-dimethyl-phenylcarbamoyl)-ethoxy-methyl]-phenoxy}-2-methyl-propionic acid ethyl ester). Reaction SMILES: [CH2:1]([O:3][C:4](=[O:28])[C:5]([O:8][C:9]1[CH:14]=[CH:13][C:12]([CH:15]([C:17](=[O:27])[NH:18][C:19]2[CH:24]=[C:23]([CH3:25])[CH:22]=[C:21]([CH3:26])[CH:20]=2)[OH:16])=[CH:11][CH:10]=1)([CH3:7])[CH3:6])[CH3:2].[Pb](Br)(Br)[Br:30].C(Cl)Cl.C(O[CH2:39][CH3:40])C>>[CH2:1]([O:3][C:4](=[O:28])[C:5]([O:8][C:9]1[CH:10]=[CH:11][C:12]([C:15]([Br:30])([C:17](=[O:27])[NH:18][C:19]2[CH:20]=[C:21]([CH3:26])[CH:22]=[C:23]([CH3:25])[CH:24]=2)[O:16][CH2:39][CH3:40])=[CH:13][CH:14]=1)([CH3:7])[CH3:6])[CH3:2] |^1:28|. Procedure details: To a stirring solution of 2-{4-[(3,5-Dimethyl-phenylcarbamoyl)-hydroxy-methyl]-phenoxy}-2-methyl-propionic acid ethyl ester (1.4 g, 3.6 mmol), in dry diethyl ether (10 mL) under nitrogen at 0° C. was added lead tribromide in methylene chloride (4.4 mL, 4.4 mmol) drop wise. The reaction mixture was further stirred at room temperature for 4 hr and concentrated. Water (100 mL) added and the product extracted with Ethyl acetate (3×50 mL), dried and evaporated to yield 1.0 g of 2-{4-[bromo-(3,5-dimet... Reactants: O=C([O-])O, [BH3-]C#N, CCOC(=O)CN, CO, Cl, [Na+], [Na+], O=C1Cc2ccccc2C1. Yields the product CCOC(=O)CNC1Cc2ccccc2C1, Cl. Reaction SMILES: [C:13](=[O:14])([O-:15])[OH:16].[C:9]([BH3-:10])#[N:11].[CH2:2]([CH3:3])[O:4][C:5]([CH2:6][NH2:7])=[O:8].[CH3:28][OH:29].[ClH:1].[Na+:12].[Na+:17].[O:18]=[C:19]1[CH2:20][c:21]2[cH:22][cH:23][cH:24][cH:25][c:26]2[CH2:27]1>>[CH2:2]([CH3:3])[O:4][C:5]([CH2:6][NH:7][CH:19]1[CH2:20][c:21]2[cH:22][cH:23][cH:24][cH:25][c:26]2[CH2:27]1)=[O:8].[ClH:1]. The reactants are FC(C=1C=C(C=C(C1)C(F)(F)F)[Mg]Br)(F)F (3,5-bis(trifluoromethyl)phenylmagnesium bromide), FC(C=1C=C(C=C(C1)C(F)(F)F)Br)(F)F (3,5-bis(trifluoromethyl)bromobenzene), ClC1=CC(=NC2=CC=C(C=C12)C)C (4-chloro-2,6-dimethylquinoline), C1(=CC=CC=C1)P(CCCP(C1=CC=CC=C1)C1=CC=CC=C1)C1=CC=CC=C1 (1,3-bis(diphenylphosphino)propane). Solvent: O (Water), C1CCOC1 (THF). Yields the product CC1=NC2=CC=C(C=C2C(=C1)C1=CC(=CC(=C1)C(F)(F)F)C(F)(F)F)C (2,6-dimethyl-4-[3,5-bis(trifluoromethyl)phenyl]quinoline). As a reaction SMILES: [F:1][C:2]([F:16])([F:15])[C:3]1[CH:4]=[C:5]([Mg]Br)[CH:6]=[C:7]([C:9]([F:12])([F:11])[F:10])[CH:8]=1.FC(F)(F)C1C=C(Br)C=C(C(F)(F)F)C=1.Cl[C:33]1[C:42]2[C:37](=[CH:38][CH:39]=[C:40]([CH3:43])[CH:41]=2)[N:36]=[C:35]([CH3:44])[CH:34]=1.C1(P(C2C=CC=CC=2)CCCP(C2C=CC=CC=2)C2C=CC=CC=2)C=CC=CC=1>O.C1COCC1>[CH3:44][C:35]1[CH:34]=[C:33]([C:5]2[CH:4]=[C:3]([C:2]([F:16])([F:15])[F:1])[CH:8]=[C:7]([C:9]([F:12])([F:11])[F:10])[CH:6]=2)[C:42]2[C:37](=[CH:38][CH:39]=[C:40]([CH3:43])[CH:41]=2)[N:36]=1. Procedure: First, 3,5-bis(trifluoromethyl)phenylmagnesium bromide prepared from Mg and 3,5-bis(trifluoromethyl)bromobenzene was dropped into a THF solution of 4-chloro-2,6-dimethylquinoline (1 g) andNi(dpp)Cl2 (dpp: 1,3-bis(diphenylphosphino)propane) (0.1 g). Reactions were allowed to take place for 24 hours at room temperature. Water was added to the reaction solution and the organic layer was extracted using CHCl3. The solvent was removed under reduced pressure and the residue was purified through column... Starting materials: CC(C)CCCC(C)C1CCC2C3CC=C4CC(N(CCCNC(=O)CCCCCNc5ccc([N+](=O)[O-])c6nonc56)S(=O)(=O)c5ccccc5[N+](=O)[O-])CCC4(C)C3CCC12C, CN(C)C=O, [K+], [K+], O=C([O-])[O-], C1CCOC1, Sc1ccccc1. Product: CC(C)CCCC(C)C1CCC2C3CC=C4CC(NCCCNC(=O)CCCCCNc5ccc([N+](=O)[O-])c6nonc56)CCC4(C)C3CCC12C. As a reaction SMILES: [CH3:1][CH:2]([CH3:3])[CH2:4][CH2:5][CH2:6][CH:7]([CH3:8])[CH:9]1[CH2:10][CH2:11][CH:12]2[CH:13]3[CH2:14][CH:15]=[C:16]4[CH2:17][CH:18]([N:28]([CH2:29][CH2:30][CH2:31][NH:32][C:33]([CH2:34][CH2:35][CH2:36][CH2:37][CH2:38][NH:39][c:40]5[cH:41][cH:42][c:43]([N+:49](=[O:50])[O-:51])[c:44]6[c:45]5[n:46][o:47][n:48]6)=[O:52])[S:53]([c:54]5[cH:55][cH:56][cH:57][cH:58][c:59]5[N+:60]([O-:61])=[O:62])(=[O:63])=[O:64])[CH2:19][CH2:20][C:21]4([CH3:22])[CH:23]3[CH2:24][CH2:25][C:26]12[CH3:27].[CH3:78][N:79]([CH3:80])[CH:81]=[O:82].[K+:65].[K+:66].[O-:67][C:68]([O-:69])=[O:70].[O:83]1[CH2:84][CH2:85][CH2:86][CH2:87]1.[SH:71][c:72]1[cH:73][cH:74][cH:75][cH:76][cH:77]1>>[CH3:1][CH:2]([CH3:3])[CH2:4][CH2:5][CH2:6][CH:7]([CH3:8])[CH:9]1[CH2:10][CH2:11][CH:12]2[CH:13]3[CH2:14][CH:15]=[C:16]4[CH2:17][CH:18]([NH:28][CH2:29][CH2:30][CH2:31][NH:32][C:33]([CH2:34][CH2:35][CH2:36][CH2:37][CH2:38][NH:39][c:40]5[cH:41][cH:42][c:43]([N+:49](=[O:50])[O-:51])[c:44]6[c:45]5[n:46][o:47][n:48]6)=[O:52])[CH2:19][CH2:20][C:21]4([CH3:22])[CH:23]3[CH2:24][CH2:25][C:26]12[CH3:27].